Dataset: the Open Reaction Database (ORD), a public repository of structured organic reaction records. Task: describe an organic reaction: reactants, conditions, products, and yield Reactants: C[C@@]1(C(C=CC=C1)CCCBr)S(=O)(=O)N ((R)-1-methyl-3-bromopropylbenzene-sulfonamide), [N-]=[N+]=[N-].[Na+] (sodium azide). Solvent: C1CCOC1.O (THF H2O). Run at temperature 22 celsius, time 4 day. Yields the product C1(=CC=CC=C1)S(=O)(=O)N (benzenesulfonamide). Yield: 94.0%. RXN SMILES: C[C@@:2]1([S:12]([NH2:15])(=[O:14])=[O:13])[CH:7]=[CH:6][CH:5]=[CH:4][CH:3]1CCCBr.[N-]=[N+]=[N-].[Na+]>C1COCC1.O>[C:2]1([S:12]([NH2:15])(=[O:14])=[O:13])[CH:7]=[CH:6][CH:5]=[CH:4][CH:3]=1 |f:1.2,3.4|. Reported procedure: To a solution of 4-chloro-N-(2,5-dichlorophenyl)-N-[(R)-1-methyl-3-bromopropylbenzene-sulfonamide (1.188 g, 2.295 mmol) in THF/H2O (20/4, 24 mL) was added sodium azide (1.49 g, 22.9 mmol) at 22° C. The resulting mixture was allowed to stir at 22° C. for 4 days. The mixture was extracted with ether (3×60 mL). The combined organic extracts were washed with sat. NaHCO3, dried over MgSO4, filtered, and concentrated under reduced pressure. Silica gel chromatography (1:9 ethyl acetate:hexanes) of the ... The reactants are C(C)(=O)OCC (ethyl acetate), [BH4-].[Na+] (Sodium tetrahydroborate), COC=1C=C(C=CC1N1C=NC(=C1)C)/C=C/C1=NN2C(C(CCC2)C2=CC=C(C=C2)C(CCCC)=O)=N1 ((−)-1-{4-{2-{(E)-2-[3-methoxy-4-(4-methyl-1H-imidazol-1-yl)phenyl]vinyl}-5,6,7,8-tetrahydro[1,2,4]triazolo[1,5-a]pyridin-8-yl}phenyl}pentan-1-one). The solvent is [Cl-].[Na+].O (Brine), CO (methanol). Run at time 1 hour. Product: COC=1C=C(C=CC1N1C=NC(=C1)C)/C=C/C1=NN2C(C(CCC2)C2=CC=C(C=C2)C(CCCC)O)=N1 (1-{4-{2-{(E)-2-[3-methoxy-4-(4-methyl-1H-imidazol-1-yl)phenyl]vinyl}-5,6,7,8-tetrahydro[1,2,4]triazolo[1,5-a]pyridin-8-yl}phenyl}pentan-1-ol). The yield is 59.3%. As a reaction SMILES: [BH4-].[Na+].[CH3:3][O:4][C:5]1[CH:6]=[C:7](/[CH:17]=[CH:18]/[C:19]2[N:39]=[C:22]3[CH:23]([C:27]4[CH:32]=[CH:31][C:30]([C:33](=[O:38])[CH2:34][CH2:35][CH2:36][CH3:37])=[CH:29][CH:28]=4)[CH2:24][CH2:25][CH2:26][N:21]3[N:20]=2)[CH:8]=[CH:9][C:10]=1[N:11]1[CH:15]=[C:14]([CH3:16])[N:13]=[CH:12]1.C(OCC)(=O)C>CO.[Cl-].[Na+].O>[CH3:3][O:4][C:5]1[CH:6]=[C:7](/[CH:17]=[CH:18]/[C:19]2[N:39]=[C:22]3[CH:23]([C:27]4[CH:28]=[CH:29][C:30]([CH:33]([OH:38])[CH2:34][CH2:35][CH2:36][CH3:37])=[CH:31][CH:32]=4)[CH2:24][CH2:25][CH2:26][N:21]3[N:20]=2)[CH:8]=[CH:9][C:10]=1[N:11]1[CH:15]=[C:14]([CH3:16])[N:13]=[CH:12]1 |f:0.1,5.6.7|. Procedure: Sodium tetrahydroborate (0.166 mg) was added to a solution of (−)-1-{4-{2-{(E)-2-[3-methoxy-4-(4-methyl-1H-imidazol-1-yl)phenyl]vinyl}-5,6,7,8-tetrahydro[1,2,4]triazolo[1,5-a]pyridin-8-yl}phenyl}pentan-1-one obtained in Example 3 (2 mg) in methanol (0.5 mL), and the reaction solution was stirred in a nitrogen atmosphere at room temperature for one hour. Brine and ethyl acetate were added to the reaction solution and the organic layer was separated. The resulting organic layer was dried over anhy... Starting materials: CCC(N)C1(C2CCOCC2)CCC(Oc2cc3ccnc(OCc4ccccc4)c3cc2Cl)CC1, CC(C)O, Cl. Product: CCC(N)C1(C2CCOCC2)CCC(Oc2cc3cc[nH]c(=O)c3cc2Cl)CC1. As a reaction SMILES: [CH2:1]([c:2]1[cH:3][cH:4][cH:5][cH:6][cH:7]1)[O:8][c:9]1[n:10][cH:11][cH:12][c:13]2[cH:14][c:15]([O:20][CH:21]3[CH2:22][CH2:23][C:24]([CH:27]4[CH2:28][CH2:29][O:30][CH2:31][CH2:32]4)([CH:33]([CH2:34][CH3:35])[NH2:36])[CH2:25][CH2:26]3)[c:16]([Cl:19])[cH:17][c:18]12.[CH3:38][CH:39]([OH:40])[CH3:41].[ClH:37]>>[O:8]=[c:9]1[nH:10][cH:11][cH:12][c:13]2[cH:14][c:15]([O:20][CH:21]3[CH2:22][CH2:23][C:24]([CH:27]4[CH2:28][CH2:29][O:30][CH2:31][CH2:32]4)([CH:33]([CH2:34][CH3:35])[NH2:36])[CH2:25][CH2:26]3)[c:16]([Cl:19])[cH:17][c:18]12. Starting materials: F[B-](F)(F)F.C(C)[O+](CC)CC (triethyloxonium tetrafluoroborate), [Br-].CN(C(=[NH+]CC)N(C)C)C (N,N,N′,N′-tetramethyl-N″-ethylguanidinium bromide). Run in ClCCl (dichloromethane). Reaction conditions: time 30 minute. Product: F[B-](F)(F)F.CN(C(=[NH+]CC)N(C)C)C (N,N,N′,N′-tetramethyl-N″-ethylguanidinium tetrafluoroborate). The yield is 99.9%. Reaction SMILES: [F:1][B-:2]([F:5])([F:4])[F:3].C([O+](CC)CC)C.[Br-].[CH3:14][N:15]([CH3:23])[C:16]([N:20]([CH3:22])[CH3:21])=[NH+:17][CH2:18][CH3:19]>ClCCl>[F:1][B-:2]([F:5])([F:4])[F:3].[CH3:14][N:15]([CH3:23])[C:16]([N:20]([CH3:22])[CH3:21])=[NH+:17][CH2:18][CH3:19] |f:0.1,2.3,5.6|. Procedure: 3.20 g (16.83 mmol) of triethyloxonium tetrafluoroborate are added to a solution of 3.73 g (16.64 mmol) of N,N,N′,N′-tetramethyl-N″-ethylguanidinium bromide in 10 ml of dry dichloromethane. The reaction mixture is stirred at room temperature for 30 minutes. All volatile products are subsequently removed over the course of 30 minutes in a vacuum of 13.3 Pa and at 80° C. (oil-bath temperature), giving 3.84 g of N,N,N′,N′-tetramethyl-N″-ethylguanidinium tetrafluoroborate. The yield is approximately... The reactants are ClC(=O)OC (Methyl chloroformate), resultant mixture, Cl (hydrochloric acid), OC1=CC=C(C=C1)C1=CC=C(C=C1)C(=O)O (4'-Hydroxy-4-biphenylcarboxylic acid), [OH-].[Na+] (sodium hydroxide). The solvent is O (water). The product is COC(=O)OC1=CC=C(C=C1)C1=CC=C(C=C1)C(=O)O (4'-Methoxycarbonyloxy-4-biphenylcarboxylic acid). Reaction SMILES: Cl[C:2]([O:4][CH3:5])=[O:3].[OH:6][C:7]1[CH:12]=[CH:11][C:10]([C:13]2[CH:18]=[CH:17][C:16]([C:19]([OH:21])=[O:20])=[CH:15][CH:14]=2)=[CH:9][CH:8]=1.[OH-].[Na+].Cl>O>[CH3:5][O:4][C:2]([O:6][C:7]1[CH:8]=[CH:9][C:10]([C:13]2[CH:18]=[CH:17][C:16]([C:19]([OH:21])=[O:20])=[CH:15][CH:14]=2)=[CH:11][CH:12]=1)=[O:3] |f:2.3|. Reported procedure: Methyl chloroformate (12.90 g, 0.137 mol) was added dropwise, over 10 minutes, to a stirred, cooled (5° C.) solution of compound 3 (10.00 g, 0.047 mol) in sodium hydroxide (5.44 g, 0.136 mol) and water (150 ml). During the addition a white precipitate was formed and this stirred mixture was allowed to warm to room temperature overnight. The resultant mixture was carefully acidified (pH 5) with dilute hydrochloric acid and the resultant voluminous white solid was filtered off, washed with water u... Reactants: C(O)([O-])=O.[Na+] (sodium hydrogen carbonate), BrC1=CC=C2C3(C(NC2=C1)=O)CCC(CC3)=O (6′-bromospiro[cyclohexane-1,3′-indoline]-2′,4-dione), ClCCO (2-chloroethanol), CS(=O)(=O)O (methanesulphonic acid), ClCCl (dichloromethane). Run in C1(=CC=CC=C1)C (toluene). Yields the product BrC1=CC=C2C3(C(NC2=C1)=O)CCC(CC3)(OCCCl)OCCCl (6′-bromo-4,4-bis(2-chloroethoxy)spiro[cyclohexane-1,3′-indolin]-2′-one). Yield: 66.0%. As a reaction SMILES: [Br:1][C:2]1[CH:10]=[C:9]2[C:5]([C:6]3([CH2:16][CH2:15][C:14](=[O:17])[CH2:13][CH2:12]3)[C:7](=[O:11])[NH:8]2)=[CH:4][CH:3]=1.[Cl:18][CH2:19][CH2:20][OH:21].CS(O)(=O)=O.[C:27](=O)([O-])O.[Na+].Cl[CH2:33][Cl:34]>C1(C)C=CC=CC=1>[Br:1][C:2]1[CH:10]=[C:9]2[C:5]([C:6]3([CH2:12][CH2:13][C:14]([O:21][CH2:20][CH2:19][Cl:18])([O:17][CH2:27][CH2:33][Cl:34])[CH2:15][CH2:16]3)[C:7](=[O:11])[NH:8]2)=[CH:4][CH:3]=1 |f:3.4|. Reported procedure: A mixture of 6′-bromospiro[cyclohexane-1,3′-indoline]-2′,4-dione (preparation 21a, 4.0 g, 13.6 mmol), 2-chloroethanol (20 mL), methanesulphonic acid (0.25 mL) and freshly activated molecular sieves (20 g) in dichloromethane (20 mL) and toluene (40 mL) was stirred at ambient temperature for 4 days. Solid sodium hydrogen carbonate was added to neutralize the mixture and the suspension was filtered and the filter cake was washed with several portions of dichloromethane. The filtrate and washings we... The reactants are COC(C1=C(C=C(C(=O)OC)C(=C1)NC1=C(C=C(C=C1)[Si](C)(C)C)F)C#N)=O (2-cyano-5-(2-fluoro-4-trimethylsilanylphenylamino)-terephthalic acid dimethyl ester), [BH4-].[Na+] (sodium borohydride), [BH4-].[Na+] (sodium borohydride). The reagents and catalysts are O.O.O.O.O.O.[Co](Cl)Cl (cobalt (II) chloride hexahydrate). Run in CO (methanol), CO (methanol), C(Cl)Cl (DCM), C(Cl)Cl (DCM). Conditions: temperature 0 celsius, time 1 hour. The product is COC(=O)C=1C=C2CNC(C2=CC1NC1=C(C=C(C=C1)[Si](C)(C)C)F)=O (6-(2-Fluoro-4-trimethylsilanyl-phenylamino)-1-oxo-2,3-dihydro-1H-isoindole-5-carboxylic acid methyl ester). Yield: 49.4%. RXN SMILES: CO[C:3](=[O:28])[C:4]1[CH:13]=[C:12]([NH:14][C:15]2[CH:20]=[CH:19][C:18]([Si:21]([CH3:24])([CH3:23])[CH3:22])=[CH:17][C:16]=2[F:25])[C:7]([C:8]([O:10][CH3:11])=[O:9])=[CH:6][C:5]=1[C:26]#[N:27].[BH4-].[Na+]>CO.C(Cl)Cl.O.O.O.O.O.O.[Co](Cl)Cl>[CH3:11][O:10][C:8]([C:7]1[CH:6]=[C:5]2[C:4](=[CH:13][C:12]=1[NH:14][C:15]1[CH:20]=[CH:19][C:18]([Si:21]([CH3:24])([CH3:23])[CH3:22])=[CH:17][C:16]=1[F:25])[C:3](=[O:28])[NH:27][CH2:26]2)=[O:9] |f:1.2,5.6.7.8.9.10.11|. Reported procedure: To a solution of 2-cyano-5-(2-fluoro-4-trimethylsilanylphenylamino)-terephthalic acid dimethyl ester (300 mg, 0.75 mmol) in methanol (15 ml) and DCM (2 ml) at 0° C. was added silica (1 g) and cobalt (II) chloride hexahydrate (357 mg, 1.50 mmol) followed by sodium borohydride (285 mg, 7.50 mmol). During the addition of the sodium borohydride large amounts of effervescence were observed and the reaction turned black. The reaction mixture was stirred at 0° C. for 1 hour. The reaction was filtered a...